This data is from the Open Reaction Database (ORD), a public repository of structured organic reaction records. The task is: describe an organic reaction: reactants, conditions, products, and yield Starting materials: CO, COC(=O)c1cccc([N+](=O)[O-])c1N, O, O, Cl[Sn]Cl. Yields the product COC(=O)c1cccc(N)c1N. RXN SMILES: [CH3:20][OH:21].[NH2:6][c:7]1[c:8]([C:9](=[O:10])[O:11][CH3:12])[cH:13][cH:14][cH:15][c:16]1[N+:17]([O-:18])=[O:19].[OH2:1].[OH2:2].[Sn:3]([Cl:4])[Cl:5]>>[NH2:6][c:7]1[c:8]([C:9](=[O:10])[O:11][CH3:12])[cH:13][cH:14][cH:15][c:16]1[NH2:17]. Product: COc1cc(Cn2c(Sc3cc(C)cc(C)c3)c(C(C)C)c(=O)[nH]c2=O)cc(OC)c1. Starting materials: COc1cc(CBr)cc(OC)c1, Cc1cc(C)cc(Sc2[nH]c(=O)[nH]c(=O)c2C(C)C)c1. Reaction SMILES: [CH3:21][O:22][c:23]1[cH:24][c:25]([CH2:26][Br:27])[cH:28][c:29]([O:31][CH3:32])[cH:30]1.[CH:1]([CH3:2])([CH3:3])[c:4]1[c:5](=[O:20])[nH:6][c:7](=[O:19])[nH:8][c:9]1[S:10][c:11]1[cH:12][c:13]([CH3:18])[cH:14][c:15]([CH3:17])[cH:16]1>>[CH:1]([CH3:2])([CH3:3])[c:4]1[c:5](=[O:20])[nH:6][c:7](=[O:19])[n:8]([CH2:26][c:25]2[cH:24][c:23]([O:22][CH3:21])[cH:30][c:29]([O:31][CH3:32])[cH:28]2)[c:9]1[S:10][c:11]1[cH:12][c:13]([CH3:18])[cH:14][c:15]([CH3:17])[cH:16]1. The reactants are CN(CCCl)CCCl.Cl (mechlorethamine hydrochloride), ice, [H-].[Na+] (sodium hydride), C1(=CC=CC=C1)SC1=C(C=CC=C1)CC#N (2-(phenylthio)phenylacetonitrile), Cl (hydrochloride). Solvent: CN(C=O)C (dimethylformamide), CCOCC (ether), CCOCC (ether), CN(C=O)C (dimethylformamide), CCOCC (ether). Reaction conditions: time 30 minute. Yields the product Cl.C(#N)C1(CCN(CC1)C)C1=C(C=CC=C1)SC1=CC=CC=C1 (4-cyano-1-methyl-4-(2-phenylthiophenyl)piperidine hydrochloride). As a reaction SMILES: [H-].[Na+].[C:3]1([S:9][C:10]2[CH:15]=[CH:14][CH:13]=[CH:12][C:11]=2[CH2:16][C:17]#[N:18])[CH:8]=[CH:7][CH:6]=[CH:5][CH:4]=1.[CH3:19][N:20]([CH2:24][CH2:25]Cl)[CH2:21][CH2:22][Cl:23].Cl.Cl>CN(C)C=O.CCOCC>[ClH:23].[C:17]([C:16]1([C:11]2[CH:12]=[CH:13][CH:14]=[CH:15][C:10]=2[S:9][C:3]2[CH:4]=[CH:5][CH:6]=[CH:7][CH:8]=2)[CH2:25][CH2:24][N:20]([CH3:19])[CH2:21][CH2:22]1)#[N:18] |f:0.1,3.4,8.9|. Procedure details: 2.6 g of 99% sodium hydride are added portionwise to a solution of 4.4 g of 2-(phenylthio)phenylacetonitrile in 50 ml of dimethylformamide. The resulting reddish brown mixture is stirred for 30 minutes before adding dropwise a solution of 4.0 g of mechlorethamine hydrochloride in 50 ml of dimethylformamide, maintaining gas evolution at a slow rate. After total addition, the mixture is stirred at 80°-85° C. for 15 hours. Thereafter, 100 g of ice are added before the mixture is extracted thrice wi...